Dataset: the Open Reaction Database (ORD), a public repository of structured organic reaction records. Task: describe an organic reaction: reactants, conditions, products, and yield Reactants: ClC1=CC(=C(C(=O)O)C=C1)OCC (4-Chloro-2-ethoxybenzoic acid), ClS(=O)(=O)O (chlorosulfonic acid), ice. Run in ClCCl (dichloromethane). Run at temperature 5 celsius. The product is ClC1=CC(=C(C(=O)O)C=C1S(=O)(=O)Cl)OCC (4-chloro-5-chlorosulfonyl-2-ethoxybenzoic acid). As a reaction SMILES: [Cl:1][C:2]1[CH:10]=[CH:9][C:5]([C:6]([OH:8])=[O:7])=[C:4]([O:11][CH2:12][CH3:13])[CH:3]=1.[Cl:14][S:15](O)(=[O:17])=[O:16]>ClCCl>[Cl:1][C:2]1[C:10]([S:15]([Cl:14])(=[O:17])=[O:16])=[CH:9][C:5]([C:6]([OH:8])=[O:7])=[C:4]([O:11][CH2:12][CH3:13])[CH:3]=1. Reported procedure: 4-Chloro-2-ethoxybenzoic acid (9.4 g, 47 mmol) was added in several portions to cold chlorosulfonic acid (55 mL, Aldrich) stirring at 0-10° C., and the resulting solution was heated at ˜60° C. for 2 h. The resulting dark solution was poured into ice (800 g), and then 500 mL of dichloromethane was added. After stirring for 15 min, the layers were separated and the aqueous layer was extracted with 200 mL of dichloromethane. The organic layers were washed in turn with brine, combined, dried over ma... The reactants are COCCSc1cnc(Nc2nc(C3CCN(C(=O)OC(C)(C)C)CC3)ns2)c(Oc2cccnc2C)c1, O=C(O)C(F)(F)F. Yields the product COCCSc1cnc(Nc2nc(C3CCNCC3)ns2)c(Oc2cccnc2C)c1. Reaction SMILES: [CH3:1][O:2][CH2:3][CH2:4][S:5][c:6]1[cH:7][c:8]([O:31][c:32]2[c:33]([CH3:38])[n:34][cH:35][cH:36][cH:37]2)[c:9]([NH:12][c:13]2[n:14][c:15]([CH:18]3[CH2:19][CH2:20][N:21]([C:24]([O:25][C:26]([CH3:27])([CH3:28])[CH3:29])=[O:30])[CH2:22][CH2:23]3)[n:16][s:17]2)[n:10][cH:11]1.[F:39][C:40]([F:41])([F:42])[C:43]([OH:44])=[O:45]>>[CH3:1][O:2][CH2:3][CH2:4][S:5][c:6]1[cH:7][c:8]([O:31][c:32]2[c:33]([CH3:38])[n:34][cH:35][cH:36][cH:37]2)[c:9]([NH:12][c:13]2[n:14][c:15]([CH:18]3[CH2:19][CH2:20][NH:21][CH2:22][CH2:23]3)[n:16][s:17]2)[n:10][cH:11]1. Starting materials: C(C)(=O)Br (Acetyl bromide), [N+](=O)([O-])C1=CC(=[N+](C(=C1)CC(F)(F)F)[O-])CC(F)(F)F (4-nitro-2,6-bis-(2,2,2-trifluoro-ethyl)-pyridine 1-oxide), [OH-].[Na+] (NaOH). Run in CC(=O)O (AcOH). Run at temperature 90 celsius. Product: BrC1=CC(=[N+](C(=C1)CC(F)(F)F)[O-])CC(F)(F)F (4Bromo-2,6-bis-(2,2,2-trifluoro-ethyl)-pyridine 1-oxide). The yield is 72.0%. RXN SMILES: [C:1]([Br:4])(=O)[CH3:2].[N+](C1C=[C:12]([CH2:14][C:15]([F:18])([F:17])[F:16])[N+:11]([O-:19])=[C:10]([CH2:20][C:21]([F:24])([F:23])[F:22])[CH:9]=1)([O-])=O.[OH-].[Na+]>CC(O)=O>[Br:4][C:1]1[CH:9]=[C:10]([CH2:20][C:21]([F:22])([F:23])[F:24])[N+:11]([O-:19])=[C:12]([CH2:14][C:15]([F:16])([F:17])[F:18])[CH:2]=1 |f:2.3|. Reported procedure: Acetyl bromide (14 mL) was added to a solution of 4-nitro-2,6-bis-(2,2,2-trifluoro-ethyl)-pyridine 1-oxide (2.7 g, 8.9 mmol) dissolved in AcOH (25 mL). The reaction mixture was heated to 90 ° C. for 5 hours. The reaction was cooled to room temperature, poured into ice, made basic with NaOH pellets and extracted with EtOAc. The organic layers were washed with brine, dried over Na2SO4 and concentrated to a red oil. Purification by flash column chromatography (0% to 30% EtOAc in hexanes) gave the p... Starting materials: C1(CC1)N(C(=O)C1=CC=2C(=NC(=C3C2N(C=N3)C)NC(=S)NC3=CC(=NN3C)C)N1CC)C1CC1 (N,N-Dicyclopropyl-4-(3-(1,3-dimethyl-1H-pyrazol-5-yl)thioureido)-6-ethyl-1-methyl-1,6-dihydroimidazo[4,5-d]pyrrolo[2,3-b]pyridine-7-carboxamide), C1CC(=O)N(C1=O)I (NIS). The solvent is C(Cl)(Cl)Cl (chloroform). Conditions: temperature 0 celsius. Product: C1(CC1)N(C(=O)C1=CC=2C(=NC(=C3C2N(C=N3)C)NC=3SC2=C(N3)N(N=C2C)C)N1CC)C1CC1 (N,N-Dicyclopropyl-4-(1,3-dimethyl-1H-pyrazolo[3,4-d]thiazol-5-ylamino)-6-ethyl-1-methyl-1,6-dihydroimidazo[4,5-d]pyrrolo[2,3-b]pyridine-7-carboxamide), solid. The yield is 20.0%. RXN SMILES: [CH:1]1([N:4]([CH:33]2[CH2:35][CH2:34]2)[C:5]([C:7]2[N:30]([CH2:31][CH3:32])[C:10]3=[N:11][C:12]([NH:19][C:20]([NH:22][C:23]4[N:27]([CH3:28])[N:26]=[C:25]([CH3:29])[CH:24]=4)=[S:21])=[C:13]4[N:17]=[CH:16][N:15]([CH3:18])[C:14]4=[C:9]3[CH:8]=2)=[O:6])[CH2:3][CH2:2]1.C1C(=O)N(I)C(=O)C1>C(Cl)(Cl)Cl>[CH:1]1([N:4]([CH:33]2[CH2:35][CH2:34]2)[C:5]([C:7]2[N:30]([CH2:31][CH3:32])[C:10]3=[N:11][C:12]([NH:19][C:20]4[S:21][C:24]5[C:25]([CH3:29])=[N:26][N:27]([CH3:28])[C:23]=5[N:22]=4)=[C:13]4[N:17]=[CH:16][N:15]([CH3:18])[C:14]4=[C:9]3[CH:8]=2)=[O:6])[CH2:2][CH2:3]1. Reported procedure: N,N-Dicyclopropyl-4-(3-(1,3-dimethyl-1H-pyrazol-5-yl)thioureido)-6-ethyl-1-methyl-1,6-dihydroimidazo[4,5-d]pyrrolo[2,3-b]pyridine-7-carboxamide (example 41B, 41 mg, 0.083 mmol) was dissolved in chloroform (2780 μL) and cooled to 0° C. NIS (18.76 mg, 0.083 mmol) was slowly added and the reaction was warmed to room temperature. The reaction mixture was concentrated. Methanol and ether were added and the mixture was filtered. After standing for a week, product precipitated out of the solution. The ... Reactants: FC(C=1C=C(OC2=NC(NC(=C2)OC2=CC(=CC=C2)C(F)(F)F)=O)C=CC1)(F)F (4,6-Bis(3-trifluoromethylphenoxy)-pyrimidin-2-one), P(=O)(Br)(Br)Br (POBr3). The solvent is [OH-].[Na+] (NaOH). The product is FC(C=1C=C(OC2=NC(=NC(=C2)OC2=CC(=CC=C2)C(F)(F)F)Br)C=CC1)(F)F (4,6-bis(3-trifluoromethylphenoxy)-2-bromo-pyrimidine). RXN SMILES: [F:1][C:2]([F:29])([F:28])[C:3]1[CH:4]=[C:5]([CH:25]=[CH:26][CH:27]=1)[O:6][C:7]1[CH:12]=[C:11]([O:13][C:14]2[CH:19]=[CH:18][CH:17]=[C:16]([C:20]([F:23])([F:22])[F:21])[CH:15]=2)[NH:10][C:9](=O)[N:8]=1.P(Br)(Br)([Br:32])=O>[OH-].[Na+]>[F:1][C:2]([F:29])([F:28])[C:3]1[CH:4]=[C:5]([CH:25]=[CH:26][CH:27]=1)[O:6][C:7]1[CH:12]=[C:11]([O:13][C:14]2[CH:19]=[CH:18][CH:17]=[C:16]([C:20]([F:23])([F:22])[F:21])[CH:15]=2)[N:10]=[C:9]([Br:32])[N:8]=1 |f:2.3|. Reported procedure: 4,6-Bis(3-trifluoromethylphenoxy)-pyrimidin-2-one (4.0 g, 0.0096 mol) and POBr3 (100g) were heated at 140° C. for 48 hours. The mixture was then poured onto a mixture of 2N NaOH (500 ml) and ice. The product was extracted into diethyl ether, dried using Na2SO4, filtered and concentrated under reduced pressure. The product was obtained by column chromatography (3:1, hexane: ethyl acetate) and recrystallization (ethyl acetate/hexane). Yield: 1.0 g (22%); melting point 126°-129° C.